This data is from the Open Reaction Database (ORD), a public repository of structured organic reaction records. The task is: describe an organic reaction: reactants, conditions, products, and yield The reactants are C[O-], CN(C)C=O, CO, Clc1nccc(NC2CCC(c3ccccc3)CC2)c1Br, Cl, [Na+], O. Product: COc1nccc(NC2CCC(c3ccccc3)CC2)c1Br. Reaction SMILES: [CH3:22][O-:23].[CH3:27][N:28]([CH3:29])[CH:30]=[O:31].[CH3:32][OH:33].[Cl:1][c:2]1[n:3][cH:4][cH:5][c:6]([NH:9][CH:10]2[CH2:11][CH2:12][CH:13]([c:16]3[cH:17][cH:18][cH:19][cH:20][cH:21]3)[CH2:14][CH2:15]2)[c:7]1[Br:8].[ClH:26].[Na+:24].[OH2:25]>>[c:2]1([O:23][CH3:22])[n:3][cH:4][cH:5][c:6]([NH:9][CH:10]2[CH2:11][CH2:12][CH:13]([c:16]3[cH:17][cH:18][cH:19][cH:20][cH:21]3)[CH2:14][CH2:15]2)[c:7]1[Br:8]. The reactants are [H-].[Na+] (Sodium hydride), C1(=CC=CC=C1)C(N1C(SC(C1=O)S(=O)(=O)C1=CC=C(C=C1)C)=O)(C1=CC=CC=C1)C1=CC=CC=C1 (N-(triphenylmethyl)-5-(toluene-4-sulfonyl)-thiazolidine-2,4-dione), C1(=CC=CC=C1)C(N1C(SC(C1=O)S(=O)(=O)C1=CC=C(C=C1)C)=O)(C1=CC=CC=C1)C1=CC=CC=C1 (N-(Triphenylmethyl)-5-(toluene-4-sulfonyl)-thiazolidine-2,4-dione), FC=1C=C(C=C(C1)F)C#CCBr ([3-(3,5-Bis(fluoro)phenyl)-prop-2-ynyl]-bromide), [NH4+].[Cl-] (NH4Cl). Solvent: O (water), CN(C)C=O (DMF). Reaction conditions: temperature 0 celsius, time 20 minute. Product: C1(=CC=CC=C1)C(N1C(SC(C1=O)(S(=O)(=O)C1=CC=C(C=C1)C)CC#CC1=CC=C(C=C1)Cl)=O)(C1=CC=CC=C1)C1=CC=CC=C1 (N-(Triphenylmethyl)-5-[3-(4-chlorophenyl)-prop-2-ynyl]-5-(toluene-4-sulfonyl)-thiazolidine-2,4-dione). Yield: 90.0%. RXN SMILES: [H-].[Na+].[C:3]1([C:9]([C:33]2[CH:38]=[CH:37][CH:36]=[CH:35][CH:34]=2)([C:27]2[CH:32]=[CH:31][CH:30]=[CH:29][CH:28]=2)[N:10]2[C:14](=[O:15])[CH:13]([S:16]([C:19]3[CH:24]=[CH:23][C:22]([CH3:25])=[CH:21][CH:20]=3)(=[O:18])=[O:17])[S:12][C:11]2=[O:26])[CH:8]=[CH:7][CH:6]=[CH:5][CH:4]=1.F[C:40]1[CH:41]=[C:42]([C:47]#[C:48][CH2:49]Br)[CH:43]=[C:44](F)[CH:45]=1.[NH4+].[Cl-:52]>CN(C=O)C.O>[C:33]1([C:9]([C:3]2[CH:8]=[CH:7][CH:6]=[CH:5][CH:4]=2)([C:27]2[CH:28]=[CH:29][CH:30]=[CH:31][CH:32]=2)[N:10]2[C:14](=[O:15])[C:13]([CH2:49][C:48]#[C:47][C:42]3[CH:43]=[CH:44][C:45]([Cl:52])=[CH:40][CH:41]=3)([S:16]([C:19]3[CH:24]=[CH:23][C:22]([CH3:25])=[CH:21][CH:20]=3)(=[O:18])=[O:17])[S:12][C:11]2=[O:26])[CH:38]=[CH:37][CH:36]=[CH:35][CH:34]=1 |f:0.1,4.5|. Reported procedure: Sodium hydride (80% dispersion in mineral oil, 93 mg, 3.10 mmol) was added to a solution of N-(triphenylmethyl)-5-(toluene-4-sulfonyl)-thiazolidine-2,4-dione [(VI), from Example 34, 1.06 g, 2.07 mmol) in dry DMF (9 mL) at 0° C. under a dry N2 atmosphere. After 20 min, [3-(4-chlorophenyl)-prop-2-ynyl]-bromide [(IX), from Example 21, 0.52 g, 2.27 mmol] was added and the reaction mixture was stirred an additional 20 min at 0° C. Saturated aqueous NH4Cl (60 mL) was added, followed by water (60 mL). ... Reactants: O1C(=NC2=C1C=CC=C2)/C=C/C=2NC1=CC=CC=C1C2SC2=CC=CC=C2 (trans-2-(2-benzoxazol-2-ylethenyl)-3-phenylthioindole), [H][H] (hydrogen). Reagents/catalysts: [Pd] (palladium on charcoal). The solvent is CO.O1CCCC1 (methanol tetrahydrofuran). Product: O1C(=NC2=C1C=CC=C2)CCC=2NC1=CC=CC=C1C2SC2=CC=CC=C2 (2-(2-Benzoxazol-2-ylethyl)-3-phenylthioindole). RXN SMILES: [O:1]1[C:5]2[CH:6]=[CH:7][CH:8]=[CH:9][C:4]=2[N:3]=[C:2]1/[CH:10]=[CH:11]/[C:12]1[NH:13][C:14]2[C:19]([C:20]=1[S:21][C:22]1[CH:27]=[CH:26][CH:25]=[CH:24][CH:23]=1)=[CH:18][CH:17]=[CH:16][CH:15]=2.[H][H]>[Pd].CO.O1CCCC1>[O:1]1[C:5]2[CH:6]=[CH:7][CH:8]=[CH:9][C:4]=2[N:3]=[C:2]1[CH2:10][CH2:11][C:12]1[NH:13][C:14]2[C:19]([C:20]=1[S:21][C:22]1[CH:27]=[CH:26][CH:25]=[CH:24][CH:23]=1)=[CH:18][CH:17]=[CH:16][CH:15]=2 |f:3.4|. Procedure: A solution of trans-2-(2-benzoxazol-2-ylethenyl)-3-phenylthioindole (0.420 g, 1.14 mmol) in 1:1 methanol/tetrahydrofuran (250 mL) was stirred under 1 atmosphere of hydrogen in the presence of 10% palladium on charcoal (100 mg). Additional catalyst was added as needed to drive the reaction to completion. The catalyst was removed by filtration, and the filtrate concentrated in vacuo. The resulting solid was triturated with 10% ethyl acetate in hexane and collected by filtration to afford the title... The reactants are CC(C)(C)COC(=O)Cl, CC[Si](CC)(CC)OC1C(=O)NC1c1ccccc1. The product is CC[Si](CC)(CC)OC1C(=O)N(C(=O)OCC(C)(C)C)C1c1ccccc1. RXN SMILES: [CH2:1]([C:2]([CH3:3])([CH3:4])[CH3:5])[O:6][C:7](=[O:8])[Cl:9].[c:10]1([CH:16]2[CH:17]([O:21][Si:22]([CH2:23][CH3:24])([CH2:25][CH3:26])[CH2:27][CH3:28])[C:18](=[O:20])[NH:19]2)[cH:11][cH:12][cH:13][cH:14][cH:15]1>>[CH2:1]([C:2]([CH3:3])([CH3:4])[CH3:5])[O:6][C:7](=[O:8])[N:19]1[CH:16]([c:10]2[cH:11][cH:12][cH:13][cH:14][cH:15]2)[CH:17]([O:21][Si:22]([CH2:23][CH3:24])([CH2:25][CH3:26])[CH2:27][CH3:28])[C:18]1=[O:20]. The reactants are CCO, CCOC(=O)Cc1cc(C)c(C(=O)c2ccc(Cl)cc2)n1C, [Na+], [OH-], O. Product: Cc1cc(CC(=O)O)n(C)c1C(=O)c1ccc(Cl)cc1. RXN SMILES: [CH3:23][CH2:24][OH:25].[Cl:1][c:2]1[cH:3][cH:4][c:5]([C:6](=[O:7])[c:8]2[c:9]([CH3:20])[cH:10][c:11]([CH2:14][C:15](=[O:16])[O:17][CH2:18][CH3:19])[n:12]2[CH3:13])[cH:21][cH:22]1.[Na+:27].[OH-:26].[OH2:28]>>[Cl:1][c:2]1[cH:3][cH:4][c:5]([C:6](=[O:7])[c:8]2[c:9]([CH3:20])[cH:10][c:11]([CH2:14][C:15](=[O:16])[OH:17])[n:12]2[CH3:13])[cH:21][cH:22]1. Starting materials: O=C(Cl)C1CCc2ccccc2C1, NCCc1ccccc1, ClCCl, [K+], [K+], O=C([O-])[O-]. Product: O=C(NCCc1ccccc1)C1CCc2ccccc2C1. RXN SMILES: [CH2:10]1[CH:11]([C:20](=[O:21])[Cl:22])[CH2:12][CH2:13][c:14]2[cH:15][cH:16][cH:17][cH:18][c:19]21.[CH2:1]([CH2:2][c:3]1[cH:4][cH:5][cH:6][cH:7][cH:8]1)[NH2:9].[Cl:29][CH2:30][Cl:31].[K+:23].[K+:24].[O-:25][C:26]([O-:27])=[O:28]>>[CH2:1]([CH2:2][c:3]1[cH:4][cH:5][cH:6][cH:7][cH:8]1)[NH:9][C:20]([CH:11]1[CH2:10][c:19]2[c:14]([cH:15][cH:16][cH:17][cH:18]2)[CH2:13][CH2:12]1)=[O:21].